Dataset: the Open Reaction Database (ORD), a public repository of structured organic reaction records. Task: describe an organic reaction: reactants, conditions, products, and yield The reactants are C1CCOC1, CC(=O)O, CCCCC(F)(F)C(=O)CCC1C(OC2CCCCO2)CC(=O)C1CC=CCCCCCC(=O)OCC(=O)c1ccccc1, O. Product: CCCCC(F)(F)C(=O)CCC1C(O)CC(=O)C1CC=CCCCCCC(=O)OCC(=O)c1ccccc1. Reaction SMILES: [CH2:49]1[O:50][CH2:51][CH2:52][CH2:53]1.[CH3:45][C:46](=[O:47])[OH:48].[F:1][C:2]([C:3]([CH2:4][CH2:5][CH:6]1[CH:7]([CH2:19][CH:20]=[CH:21][CH2:22][CH2:23][CH2:24][CH2:25][CH2:26][C:27](=[O:28])[O:29][CH2:30][C:31](=[O:32])[c:33]2[cH:34][cH:35][cH:36][cH:37][cH:38]2)[C:8](=[O:18])[CH2:9][CH:10]1[O:11][CH:12]1[CH2:13][CH2:14][CH2:15][CH2:16][O:17]1)=[O:39])([CH2:40][CH2:41][CH2:42][CH3:43])[F:44].[OH2:54]>>[F:1][C:2]([C:3]([CH2:4][CH2:5][CH:6]1[CH:7]([CH2:19][CH:20]=[CH:21][CH2:22][CH2:23][CH2:24][CH2:25][CH2:26][C:27](=[O:28])[O:29][CH2:30][C:31](=[O:32])[c:33]2[cH:34][cH:35][cH:36][cH:37][cH:38]2)[C:8](=[O:18])[CH2:9][CH:10]1[OH:11])=[O:39])([CH2:40][CH2:41][CH2:42][CH3:43])[F:44]. Starting materials: [K+], [K+], Nc1c(Nc2cccnc2)c(=O)c1=O, O=C([O-])[O-], CC(C)(C)C(NC(=O)c1cccc(Br)c1)n1nnc2ccccc21. Product: CC(C)(C)C(NC(=O)c1cccc(Br)c1)Nc1c(Nc2cccnc2)c(=O)c1=O. As a reaction SMILES: [K+:39].[K+:40].[NH2:1][c:2]1[c:3](=[O:14])[c:4](=[O:13])[c:5]1[NH:6][c:7]1[cH:8][n:9][cH:10][cH:11][cH:12]1.[O-:41][C:42]([O-:43])=[O:44].[n:15]1([CH:24]([C:25]([CH3:26])([CH3:27])[CH3:28])[NH:29][C:30]([c:31]2[cH:32][c:33]([Br:37])[cH:34][cH:35][cH:36]2)=[O:38])[c:16]2[cH:17][cH:18][cH:19][cH:20][c:21]2[n:22][n:23]1>>[NH:1]([c:2]1[c:3](=[O:14])[c:4](=[O:13])[c:5]1[NH:6][c:7]1[cH:8][n:9][cH:10][cH:11][cH:12]1)[CH:24]([C:25]([CH3:26])([CH3:27])[CH3:28])[NH:29][C:30]([c:31]1[cH:32][c:33]([Br:37])[cH:34][cH:35][cH:36]1)=[O:38]. The reactants are FC1=C(OC2=CC3=C(NC(=N3)C3=NC=CC=C3)C=C2OC=2C=NC(=CC2)S(=O)(=O)CC)C=CC=C1F (5-(2,3-Difluoro-phenoxy)-2-pyridin-2-yl-6-(6-ethanesulfonyl-pyridin-3-yloxy)-1H-benzimidazole), CN1N=C(C=C1)C(=O)O (1-methyl-1H-pyrazole-3-carboxylic acid). Product: FC1=C(OC2=CC3=C(NC(=N3)C3=NN(C=C3)C)C=C2OC=2C=NC(=CC2)S(=O)(=O)CC)C=CC=C1F (5-(2,3-Difluoro-phenoxy)-2-(1-methyl-1H-pyrazol-3-yl)-6-(6-ethanesulfonyl-pyridin-3-yloxy)-1H-benzimidazole). As a reaction SMILES: [F:1][C:2]1[C:35]([F:36])=[CH:34][CH:33]=[CH:32][C:3]=1[O:4][C:5]1[C:19]([O:20][C:21]2[CH:22]=[N:23][C:24]([S:27]([CH2:30][CH3:31])(=[O:29])=[O:28])=[CH:25][CH:26]=2)=[CH:18][C:8]2[NH:9][C:10]([C:12]3[CH:17]=[CH:16]C=C[N:13]=3)=[N:11][C:7]=2[CH:6]=1.[CH3:37][N:38]1C=CC(C(O)=O)=N1>>[F:1][C:2]1[C:35]([F:36])=[CH:34][CH:33]=[CH:32][C:3]=1[O:4][C:5]1[C:19]([O:20][C:21]2[CH:22]=[N:23][C:24]([S:27]([CH2:30][CH3:31])(=[O:29])=[O:28])=[CH:25][CH:26]=2)=[CH:18][C:8]2[NH:9][C:10]([C:12]3[CH:17]=[CH:16][N:38]([CH3:37])[N:13]=3)=[N:11][C:7]=2[CH:6]=1. Reported procedure: The entitled compound was obtained as a colorless solid in the same method as in Example 203 or in accordance with the method or by combining it with an ordinary method but using 4-(2,3-difluoro-phenoxy)-5-(6-ethanesulfonyl-pyridin-3-yloxy)-benzene-1,2-diamine obtained in Example 226 and 1-methyl-1H-pyrazole-3-carboxylic acid. The reactants are O=C([O-])[O-], CCOC(C)=O, Cc1ccc(S(=O)(=O)n2cc(I)c3c(NC4CC4)nc(Cl)nc32)cc1, [Na+], [Na+], C1COCCO1, O, OB(O)c1ccc(F)cc1. The product is Cc1ccc(S(=O)(=O)n2cc(-c3ccc(F)cc3)c3c(NC4CC4)nc(Cl)nc32)cc1. As a reaction SMILES: [C:36](=[O:37])([O-:38])[O-:39].[CH3:49][CH2:50][O:51][C:52]([CH3:53])=[O:54].[Cl:1][c:2]1[n:3][c:4]([NH:22][CH:23]2[CH2:24][CH2:25]2)[c:5]2[c:6]([n:7]1)[n:8]([S:12](=[O:13])(=[O:14])[c:15]1[cH:16][cH:17][c:18]([CH3:19])[cH:20][cH:21]1)[cH:9][c:10]2[I:11].[Na+:40].[Na+:41].[O:43]1[CH2:44][CH2:45][O:46][CH2:47][CH2:48]1.[OH2:42].[OH:26][B:27]([OH:28])[c:29]1[cH:30][cH:31][c:32]([F:33])[cH:34][cH:35]1>>[Cl:1][c:2]1[n:3][c:4]([NH:22][CH:23]2[CH2:24][CH2:25]2)[c:5]2[c:6]([n:7]1)[n:8]([S:12](=[O:13])(=[O:14])[c:15]1[cH:16][cH:17][c:18]([CH3:19])[cH:20][cH:21]1)[cH:9][c:10]2-[c:29]1[cH:30][cH:31][c:32]([F:33])[cH:34][cH:35]1. Starting materials: Cc1cccc(C)c1C(=O)Cl, Cc1cccc(C)c1C(=O)NCC(O)CN(Cc1ccccc1)C(C)(C)C, Cl. The product is CC(C)(C)N(Cc1ccccc1)CC(O)CN. Reaction SMILES: [CH3:29][c:30]1[cH:31][cH:32][cH:33][c:34]([CH3:35])[c:36]1[C:37]([Cl:38])=[O:39].[CH3:2][c:3]1[cH:4][cH:5][cH:6][c:24]([CH3:25])[c:26]1[C:27]([NH:7][CH2:8][CH:9]([CH2:10][N:11]([CH2:12][c:13]1[cH:14][cH:15][cH:16][cH:17][cH:18]1)[C:19]([CH3:20])([CH3:21])[CH3:22])[OH:23])=[O:28].[ClH:1]>>[NH2:7][CH2:8][CH:9]([CH2:10][N:11]([CH2:12][c:13]1[cH:14][cH:15][cH:16][cH:17][cH:18]1)[C:19]([CH3:20])([CH3:21])[CH3:22])[OH:23]. Reactants: C1(C=2C(C(=O)O1)=CC=CC2)=O (phthalic anhydride), C(C1=CC(C(=O)O)=CC=C1)(=O)O (isophthalic acid), C(CCCCO)O (1,5-pentanediol), polyester resin, C=1(C(=CC=CC1)C)C (xylene). Yields the product CC(C)C1=CC2=CCC3C(C2CC1)(CCCC3(C)C(=O)O)C (resin acid), 12.6. Reaction SMILES: C(O)(=O)C1[CH:10]=[CH:9][CH:8]=[C:4]([C:5]([OH:7])=[O:6])[CH:3]=1.[CH2:13](O)CCCCO.[C:20]1(=O)OC(=O)[C:22]2=CC=[CH:28][CH:29]=[C:21]12.[C:31]1([CH3:38])[C:32]([CH3:37])=[CH:33][CH:34]=[CH:35][CH:36]=1>>[CH3:20][CH:21]([C:29]1[CH2:28][CH2:37][CH:32]2[C:31](=[CH:36][CH2:35][CH:34]3[C:4]([C:5]([OH:7])=[O:6])([CH3:3])[CH2:8][CH2:9][CH2:10][C:33]32[CH3:13])[CH:38]=1)[CH3:22]. Reported procedure: Into a four-necked flask which is equipped with a thermometer, a Dean · Stark, a reflux condenser, a tube for introducing nitrogen gas and a stirrer, 463 parts by weight of isophthalic acid and 590 parts by weight of 1,5-pentanediol were charged. The polycondensation reaction was conducted to be the acid value of not more than 5 while stirring and increasing the temperature from 170° C to 240° C. Further, 447 parts by weight of phthalic anhydride was charged into the reaction solution and the ad... Starting materials: [Br-], CCCC1NS(=O)(=O)NC1=O, Cc1ccccc1, CCCC[N+](CCCC)(CCCC)CCCC, ClCSc1ccccc1. The product is CCCC1NS(=O)(=O)N(CSc2ccccc2)C1=O. RXN SMILES: [Br-:28].[CH2:1]([CH2:2][CH3:3])[CH:4]1[C:5](=[O:11])[NH:6][S:7](=[O:9])(=[O:10])[NH:8]1.[CH3:21][c:22]1[cH:23][cH:24][cH:25][cH:26][cH:27]1.[CH3:29][CH2:30][CH2:31][CH2:32][N+:33]([CH2:34][CH2:35][CH2:36][CH3:37])([CH2:38][CH2:39][CH2:40][CH3:41])[CH2:42][CH2:43][CH2:44][CH3:45].[c:12]1([S:18][CH2:19][Cl:20])[cH:13][cH:14][cH:15][cH:16][cH:17]1>>[CH2:1]([CH2:2][CH3:3])[CH:4]1[C:5](=[O:11])[N:6]([CH2:19][S:18][c:12]2[cH:13][cH:14][cH:15][cH:16][cH:17]2)[S:7](=[O:9])(=[O:10])[NH:8]1. The reactants are C(C1=CC=CC=C1)OC1=CC(=C(C=C1)C=CC(=O)OCC)C (ethyl 3-[4-(benzyloxy)-2-methylphenyl]prop-2-enoate), C(C1=CC=CC=C1)OC1=CC(=C(C=C1)C=CC(=O)OCC)C (ethyl 3-[4-(benzyloxy)-2-methylphenyl]prop-2-enoate). The reagents and catalysts are [OH-].[OH-].[Pd+2] (palladium hydroxide on carbon). Solvent: C(C)O (ethanol), C(C)O (ethanol). Reaction conditions: time 3 hour. The product is OC1=CC(=C(C=C1)CCC(=O)OCC)C (Ethyl 3-(4-hydroxy-2-methylphenyl)propanoate). Reaction SMILES: C([O:8][C:9]1[CH:14]=[CH:13][C:12]([CH:15]=[CH:16][C:17]([O:19][CH2:20][CH3:21])=[O:18])=[C:11]([CH3:22])[CH:10]=1)C1C=CC=CC=1>C(O)C.[OH-].[OH-].[Pd+2]>[OH:8][C:9]1[CH:14]=[CH:13][C:12]([CH2:15][CH2:16][C:17]([O:19][CH2:20][CH3:21])=[O:18])=[C:11]([CH3:22])[CH:10]=1 |f:2.3.4|. Reported procedure: A solution of ethyl 3-[4-(benzyloxy)-2-methylphenyl]prop-2-enoate (intermediate 11, 1.054 g) in ethanol (50 ml) was added to a suspension of palladium hydroxide on carbon (0.15 g) in ethanol (5 ml) under nitrogen gas. The resulting suspension was then stirred under a hydrogen atmosphere for 3 hours. The mixture was filtered through Harborlite filter aid and the pad washed with more ethanol. The combined filtrates were evaporated in vacuo to give the title compound as a clear oil. Isolated yield 74.9%. Reaction SMILES: [CH:1]1([CH2:7][O:8][C:9]2[CH:14]=[CH:13][C:12]([C:15](=[O:17])[CH3:16])=[CH:11][CH:10]=2)[CH2:6][CH2:5][CH2:4][CH2:3][CH2:2]1>C1COCC1>[CH:1]1([CH2:7][O:8][C:9]2[CH:14]=[CH:13][C:12]([C@H:15]([OH:17])[CH3:16])=[CH:11][CH:10]=2)[CH2:2][CH2:3][CH2:4][CH2:5][CH2:6]1. Procedure details: A solution of 1-(4-(Cyclohexylmethoxy)phenyl)ethanone (1.05 g, 4.5 mmol) in THF (2.5 mL) was added dropwise to a solution of (+)-DIP-Cl 2.3 g 1.59 eq) in THF (7.2 mL) at −55° C. under N2. The reaction mixture was allowed to slowly warm to −14° C. After 18 h, the reaction mixture was warmed to room temperature and concentrated in vacuo. The resulting oil was then diluted with Et2O (50 mL) and treated with diethanolamine (1.5 mL). This mixture was stirred for 3 h and then filtered through Celite t... Reaction conditions: temperature -14 celsius, time 18 hour. Starting materials: C1(CCCCC1)COC1=CC=C(C=C1)C(C)=O (1-(4-(Cyclohexylmethoxy)phenyl)ethanone), (+)-DIP-Cl. Product: C1(CCCCC1)COC1=CC=C(C=C1)[C@@H](C)O ((R)-1-(4-(Cyclohexylmethoxy)phenyl)-1-ethanol). Solvent: C1CCOC1 (THF), C1CCOC1 (THF).